From a dataset of the Open Reaction Database (ORD), a public repository of structured organic reaction records. describe an organic reaction: reactants, conditions, products, and yield Reactants: OC1=CC=C(C=C1)CCCN1C=NC=C1 (1-[3-(4-hydroxyphenyl)propyl]imidazole), ClCC=1N=C(OC1)C=1SC2=C(C1)CCCC2 (4-chloromethyl-2-(4,5,6,7-tetrahydro-2-benzothienyl)oxazole). Product: N1(C=NC=C1)CCCC1=CC=C(OCC=2N=C(OC2)C=2SC3=C(C2)CCCC3)C=C1 (4-[4-[3-(1-imidazolyl)propyl]phenoxymethyl]-2-(4,5,6,7-tetrahydro-2-benzothienyl)oxazole). Yield: 70.0%. As a reaction SMILES: [OH:1][C:2]1[CH:7]=[CH:6][C:5]([CH2:8][CH2:9][CH2:10][N:11]2[CH:15]=[CH:14][N:13]=[CH:12]2)=[CH:4][CH:3]=1.Cl[CH2:17][C:18]1[N:19]=[C:20]([C:23]2[S:24][C:25]3[CH2:31][CH2:30][CH2:29][CH2:28][C:26]=3[CH:27]=2)[O:21][CH:22]=1>>[N:11]1([CH2:10][CH2:9][CH2:8][C:5]2[CH:6]=[CH:7][C:2]([O:1][CH2:17][C:18]3[N:19]=[C:20]([C:23]4[S:24][C:25]5[CH2:31][CH2:30][CH2:29][CH2:28][C:26]=5[CH:27]=4)[O:21][CH:22]=3)=[CH:3][CH:4]=2)[CH:15]=[CH:14][N:13]=[CH:12]1. Procedure details: In substantially the same manner as in Working Example 72, 1-[3-(4-hydroxyphenyl)propyl]imidazole was allowed to react with 4-chloromethyl-2-(4,5,6,7-tetrahydro-2-benzothienyl)oxazole to give 4-[4-[3-(1-imidazolyl)propyl]phenoxymethyl]-2-(4,5,6,7-tetrahydro-2-benzothienyl)oxazole. The yield was 70%. Recrystallization from ethyl acetate-hexane gave colorless prisms, mp 83-84° C.